The task is: describe an organic reaction: reactants, conditions, products, and yield. This data is from the Open Reaction Database (ORD), a public repository of structured organic reaction records. Starting materials: NC=1SC=C(N1)CCC(=O)OCC (ethyl 3-(2-amino-1,3-thiazol-4-yl)propanoate), [OH-].[Na+] (sodium hydroxide), CN(C)C(=[N+](C)C)ON1C2=C(C=CC=C2)N=N1.[B-](F)(F)(F)F (TBTU), C(C)N(C(C)C)C(C)C (ethyldiisopropylamine), C1(CCCC1)C(C(=O)O)C1=CC=C(C=C1)CN1N=C(OCC1=O)C1=CC=CC=C1 (rac-Cyclopentyl{4-[(5-oxo-2-phenyl-5,6-dihydro-4H-1,3,4-oxadiazin-4-yl)methyl]phenyl}-acetic acid). Run in CS(=O)C (DMSO). Conditions: time 8 hour. Product: C1(CCCC1)C(C(=O)NC=1SC=C(N1)CCC(=O)O)C1=CC=C(C=C1)CN1N=C(OCC1=O)C1=CC=CC=C1 (3-{2-[(Cyclopentyl{4-[(5-oxo-2-phenyl-5,6-dihydro-4H-1,3,4-oxadiazin-4-yl)methyl]phenyl}acetyl)amino]-1,3-thiazol-4-yl}propanoic acid). RXN SMILES: [NH2:1][C:2]1[S:3][CH:4]=[C:5]([CH2:7][CH2:8][C:9]([O:11]CC)=[O:10])[N:6]=1.CN(C(ON1N=NC2C=CC=CC1=2)=[N+](C)C)C.[B-](F)(F)(F)F.C(N(C(C)C)C(C)C)C.[CH:45]1([CH:50]([C:54]2[CH:59]=[CH:58][C:57]([CH2:60][N:61]3[C:66](=[O:67])[CH2:65][O:64][C:63]([C:68]4[CH:73]=[CH:72][CH:71]=[CH:70][CH:69]=4)=[N:62]3)=[CH:56][CH:55]=2)[C:51](O)=[O:52])[CH2:49][CH2:48][CH2:47][CH2:46]1.[OH-].[Na+]>CS(C)=O>[CH:45]1([CH:50]([C:54]2[CH:59]=[CH:58][C:57]([CH2:60][N:61]3[C:66](=[O:67])[CH2:65][O:64][C:63]([C:68]4[CH:73]=[CH:72][CH:71]=[CH:70][CH:69]=4)=[N:62]3)=[CH:56][CH:55]=2)[C:51]([NH:1][C:2]2[S:3][CH:4]=[C:5]([CH2:7][CH2:8][C:9]([OH:11])=[O:10])[N:6]=2)=[O:52])[CH2:49][CH2:48][CH2:47][CH2:46]1 |f:1.2,5.6|. Reported procedure: 20 mg (0.1 mmol) of ethyl 3-(2-amino-1,3-thiazol-4-yl)propanoate [Beilstein Reg. No. 9762098], 41.7 mg (0.13 mmol) of TBTU and 25.8 mg of ethyldiisopropylamine were added to a solution of 39.2 mg (0.1 mmol) of cyclopentyl{4-[(5-oxo-2-phenyl-5,6-dihydro-4H-1,3,4-oxadiazin-4-yl)methyl]phenyl}acetic acid (Example 51A) in 0.5 ml DMSO. The mixture was stirred at room temperature overnight. 0.3 ml of 2 M aqueous sodium hydroxide solution was then added, and the mixture was once more stirred overnight.... Reactants: CC(C)(C)OC(=O)NCCN1CC(c2ccccc2)C(c2ccc(Cl)cc2)=N1, ClCCl, O=C(O)C(F)(F)F. Product: NCCN1CC(c2ccccc2)C(c2ccc(Cl)cc2)=N1. Reaction SMILES: [C:1]([O:2][C:3](=[O:4])[NH:8][CH2:9][CH2:10][N:11]1[N:12]=[C:13]([c:22]2[cH:23][cH:24][c:25]([Cl:28])[cH:26][cH:27]2)[CH:14]([c:16]2[cH:17][cH:18][cH:19][cH:20][cH:21]2)[CH2:15]1)([CH3:5])([CH3:6])[CH3:7].[Cl:36][CH2:37][Cl:38].[OH:29][C:30]([C:31]([F:32])([F:33])[F:34])=[O:35]>>[NH2:8][CH2:9][CH2:10][N:11]1[N:12]=[C:13]([c:22]2[cH:23][cH:24][c:25]([Cl:28])[cH:26][cH:27]2)[CH:14]([c:16]2[cH:17][cH:18][cH:19][cH:20][cH:21]2)[CH2:15]1. The reactants are C(=O)(O)C1=CC=C(C=C1)S(=O)(=O)N (p-carboxybenzenesulfonamide), Cl (hydrogen chloride), CO (methanol). Product: COC(C1=CC=C(C=C1)S(=O)(=O)N)=O (4-(Aminosulfonyl)benzoic acid methyl ester). RXN SMILES: [C:1]([C:4]1[CH:9]=[CH:8][C:7]([S:10]([NH2:13])(=[O:12])=[O:11])=[CH:6][CH:5]=1)([OH:3])=[O:2].Cl.[CH3:15]O>>[CH3:15][O:2][C:1](=[O:3])[C:4]1[CH:9]=[CH:8][C:7]([S:10]([NH2:13])(=[O:12])=[O:11])=[CH:6][CH:5]=1. Procedure details: A slurry of 30.2 g (0.15 mole) of p-carboxybenzenesulfonamide in 500 ml of methanol was treated with 30 g of anhydrous hydrogen chloride and the mixture was heated at reflux temperature for 3 hr. The solution was concentrated under vacuum to give 32.3 g of white, crystalline residue. A 5.0 g portion of this residue was recrystallized from 25 ml of methanol to give 3.3 g of title compound as a white powder, mp 174°-178° C. Reactants: C(CNC(=O)C1=CC=CC=C1)(=O)O (hippuric acid), C(C)(=O)OC(C)=O (acetic anhydride). The solvent is C1(=CC=CC=C1)C (toluene). Reaction conditions: temperature 90 celsius. Yields the product C1(=CC=CC=C1)C=1OC(CN1)=O (2-phenyl-5(4H)-oxazolone). As a reaction SMILES: [C:1]([OH:13])(=[O:12])[CH2:2][NH:3][C:4]([C:6]1[CH:11]=[CH:10][CH:9]=[CH:8][CH:7]=1)=O.C(OC(=O)C)(=O)C>C1(C)C=CC=CC=1>[C:6]1([C:4]2[O:13][C:1](=[O:12])[CH2:2][N:3]=2)[CH:7]=[CH:8][CH:9]=[CH:10][CH:11]=1. Procedure: 23.3 gm (0.13 mol) of hippuric acid, 93.05 gm of acetic anhydride, and 50 ml of toluene were charged into a 500 ml eggplant-type flask, and heated on an oil bath at a temperature of 90° C. for 10 minutes to dissolution, followed by immediate quenching the resultant solution. The produced liquid was kept at -20° C. on a dry ice-methanol bath. The reactants are C=CC(=O)OCC, ClC(Cl)Cl, O=CN1CCNCC1. RXN SMILES: [C:1]([CH:2]=[CH2:3])(=[O:4])[O:5][CH2:6][CH3:7].[CH:16]([Cl:17])([Cl:18])[Cl:19].[CH:8](=[O:9])[N:10]1[CH2:11][CH2:12][NH:13][CH2:14][CH2:15]1>>[C:1]([CH2:2][CH2:3][N:13]1[CH2:12][CH2:11][N:10]([CH:8]=[O:9])[CH2:15][CH2:14]1)(=[O:4])[O:5][CH2:6][CH3:7]. Product: CCOC(=O)CCN1CCN(C=O)CC1. Starting materials: CO, COc1cc(C)nc2c(OCc3c(Cl)ccc([N+](=O)[O-])c3Cl)cccc12, ClCCl, [Na+], [OH-], Cl[Sn]Cl. The product is COc1cc(C)nc2c(OCc3c(Cl)ccc(N)c3Cl)cccc12. RXN SMILES: [CH3:35][OH:36].[Cl:1][c:2]1[c:3]([CH2:4][O:5][c:6]2[cH:7][cH:8][cH:9][c:10]3[c:11]([O:17][CH3:18])[cH:12][c:13]([CH3:16])[n:14][c:15]23)[c:19]([Cl:26])[cH:20][cH:21][c:22]1[N+:23]([O-:24])=[O:25].[Cl:32][CH2:33][Cl:34].[Na+:31].[OH-:30].[Sn:27]([Cl:28])[Cl:29]>>[Cl:1][c:2]1[c:3]([CH2:4][O:5][c:6]2[cH:7][cH:8][cH:9][c:10]3[c:11]([O:17][CH3:18])[cH:12][c:13]([CH3:16])[n:14][c:15]23)[c:19]([Cl:26])[cH:20][cH:21][c:22]1[NH2:23]. Starting materials: C1=CC=C2C(=C1)C(=O)C(C2=O)(O)O (ninhydrin), Cl.ClC1=C(C=CC=C1)NC(NN)=O (4-(2-chlorophenyl)-semicarbazide hydrochloride). Yields the product ClC1=C(C=CC=C1)NC(NN=C1C(C2=CC=CC=C2C1=O)=O)=O (2-[4-(2-chlorophenyl)-semicarbazono]indan-1,3-dione). RXN SMILES: [CH:1]1[CH:6]=[C:5]2[C:7]([C:9](O)(O)[C:10](=[O:11])[C:4]2=[CH:3][CH:2]=1)=[O:8].Cl.[Cl:15][C:16]1[CH:21]=[CH:20][CH:19]=[CH:18][C:17]=1[NH:22][C:23](=[O:26])[NH:24][NH2:25]>>[Cl:15][C:16]1[CH:21]=[CH:20][CH:19]=[CH:18][C:17]=1[NH:22][C:23](=[O:26])[NH:24][N:25]=[C:9]1[C:10](=[O:11])[C:4]2[C:5](=[CH:6][CH:1]=[CH:2][CH:3]=2)[C:7]1=[O:8] |f:1.2|. Procedure: ninhydrin, 4-(2-chlorophenyl)-semicarbazide hydrochloride